This data is from the Open Reaction Database (ORD), a public repository of structured organic reaction records. The task is: describe an organic reaction: reactants, conditions, products, and yield The product is CC(=O)Nc1nc(CN2CCC(c3c[nH]c4ccccc34)CC2)cs1. Reactants: CC(=O)Nc1nc(CCl)cs1, O=C([O-])O, CN(C)C=O, c1ccc2c(C3CCNCC3)c[nH]c2c1, [Na+], C1CCOC1. Reaction SMILES: [C:1]([CH3:2])(=[O:3])[NH:4][c:5]1[s:6][cH:7][c:8]([CH2:10][Cl:11])[n:9]1.[C:27](=[O:28])([O-:29])[OH:30].[CH3:32][N:33]([CH3:34])[CH:35]=[O:36].[NH:12]1[CH2:13][CH2:14][CH:15]([c:18]2[cH:19][nH:20][c:21]3[cH:22][cH:23][cH:24][cH:25][c:26]23)[CH2:16][CH2:17]1.[Na+:31].[O:37]1[CH2:38][CH2:39][CH2:40][CH2:41]1>>[C:1]([CH3:2])(=[O:3])[NH:4][c:5]1[s:6][cH:7][c:8]([CH2:10][N:12]2[CH2:13][CH2:14][CH:15]([c:18]3[cH:19][nH:20][c:21]4[cH:22][cH:23][cH:24][cH:25][c:26]34)[CH2:16][CH2:17]2)[n:9]1. The reactants are CN(C1(CCC(CC1)CNC(=O)NCCCC1=CC=CC=C1)C1=CC=CC=C1)C (1-(4-dimethylamino-4-phenylcyclohexylmethyl)-3-(3-phenylpropyl)urea), CCOCC (ether), Cl[Si](C)(C)C (chlorotrimethylsilane). Solvent: CC(=O)C (acetone), CC(CC)=O (2-butanone). Reaction conditions: time 1 hour. Product: Cl.CN(C1(CCC(CC1)CNC(=O)NCCCC1=CC=CC=C1)C1=CC=CC=C1)C (1-(4-Dimethylamino-4-phenylcyclohexylmethyl)-3-(3-phenylpropyl)urea hydrochloride). RXN SMILES: [CH3:1][N:2]([CH3:29])[C:3]1([C:23]2[CH:28]=[CH:27][CH:26]=[CH:25][CH:24]=2)[CH2:8][CH2:7][CH:6]([CH2:9][NH:10][C:11]([NH:13][CH2:14][CH2:15][CH2:16][C:17]2[CH:22]=[CH:21][CH:20]=[CH:19][CH:18]=2)=[O:12])[CH2:5][CH2:4]1.[Cl:30][Si](C)(C)C.CCOCC>CC(C)=O.CC(=O)CC>[ClH:30].[CH3:29][N:2]([CH3:1])[C:3]1([C:23]2[CH:28]=[CH:27][CH:26]=[CH:25][CH:24]=2)[CH2:8][CH2:7][CH:6]([CH2:9][NH:10][C:11]([NH:13][CH2:14][CH2:15][CH2:16][C:17]2[CH:22]=[CH:21][CH:20]=[CH:19][CH:18]=2)=[O:12])[CH2:5][CH2:4]1 |f:5.6|. Reported procedure: In the manner described for Example 27, 255 mg of the polar diastereoisomer of 1-(4-dimethylamino-4-phenylcyclohexylmethyl)-3-(3-phenylpropyl)urea were also obtained (m.p. 159–165° C.). 249 mg (0.63 mmol.) thereof were dissolved in acetone (7 ml) and 2-butanone (15 ml), and chlorotrimethylsilane (121 μl, 0.95 mmol.) was added dropwise at RT, with stirring. After stirring for 1 h, the reaction solution was reduced to about 0.5 ml in vacuo, ether (10 ml) was added thereto, and vigorous stirring wa... Reactants: C(C)(C)(C)OC(=O)N1C(CC(C1)OCC1=CC=CC=C1)CC(NC1CCCC2=CC(=CC=C12)CO)=O (4-Benzyloxy-2-[(6-hydroxymethyl-1,2,3,4-tetrahydro-naphthalen-1-ylcarbamoyl)-methyl]-pyrrolidine-1-carboxylic acid tert-butyl ester), C(=O)(C(F)(F)F)O (TFA). The solvent is C(Cl)Cl (CH2Cl2). Run at time 15 minute. Yields the product C(C1=CC=CC=C1)OC1CC(NC1)CC(=O)NC1CCCC2=CC(=CC=C12)CO (2-(4-benzyloxy-pyrrolidin-2-yl)-N-(6-hydroxymethyl-1,2,3,4-tetrahydro-naphthalen-1-yl)-acetamide). As a reaction SMILES: C(OC([N:8]1[CH2:12][CH:11]([O:13][CH2:14][C:15]2[CH:20]=[CH:19][CH:18]=[CH:17][CH:16]=2)[CH2:10][CH:9]1[CH2:21][C:22](=[O:36])[NH:23][CH:24]1[C:33]2[C:28](=[CH:29][C:30]([CH2:34][OH:35])=[CH:31][CH:32]=2)[CH2:27][CH2:26][CH2:25]1)=O)(C)(C)C.C(O)(C(F)(F)F)=O>C(Cl)Cl>[CH2:14]([O:13][CH:11]1[CH2:12][NH:8][CH:9]([CH2:21][C:22]([NH:23][CH:24]2[C:33]3[C:28](=[CH:29][C:30]([CH2:34][OH:35])=[CH:31][CH:32]=3)[CH2:27][CH2:26][CH2:25]2)=[O:36])[CH2:10]1)[C:15]1[CH:20]=[CH:19][CH:18]=[CH:17][CH:16]=1. Reported procedure: 4-Benzyloxy-2-[(6-hydroxymethyl-1,2,3,4-tetrahydro-naphthalen-1-ylcarbamoyl)-methyl]-pyrrolidine-1-carboxylic acid tert-butyl ester (480 mg. 97 mmol) was dissolved in 25 mL CH2Cl2 and treated with 10 mL TFA and stirred at RT for 15 min, then concentrated to afford the title compound as a colorless glass. (MS,395, M+H). Starting materials: O=C([O-])O, [Li]CCCC, C1CCOC1, CC(C)[N-]C(C)C, Cc1nsc2cc(O)ccc12, CC(C)=CC=O, CC(=O)O, CC(C)NC(C)C, [Li+], [Na+]. The product is CC(C)=CC(O)Cc1nsc2cc(O)ccc12. RXN SMILES: [C:38](=[O:39])([O-:40])[OH:41].[CH2:27]([Li:28])[CH2:29][CH2:30][CH3:31].[CH2:43]1[O:44][CH2:45][CH2:46][CH2:47]1.[CH3:13][CH:14]([N-:15][CH:16]([CH3:17])[CH3:18])[CH3:19].[CH3:1][c:2]1[n:3][s:4][c:5]2[c:6]1[cH:7][cH:8][c:9]([OH:11])[cH:10]2.[CH3:32][C:33](=[CH:34][CH:35]=[O:36])[CH3:37].[CH3:48][C:49](=[O:50])[OH:51].[CH:20]([NH:21][CH:22]([CH3:23])[CH3:24])([CH3:25])[CH3:26].[Li+:12].[Na+:42]>>[CH2:1]([c:2]1[n:3][s:4][c:5]2[c:6]1[cH:7][cH:8][c:9]([OH:11])[cH:10]2)[CH:35]([CH:34]=[C:33]([CH3:32])[CH3:37])[OH:36]. Starting materials: BrC=1C=C2C=3CCCC(C3NC2=CC1)NC1CC2=CC=CC=C2C1 (racemic 6-bromo-N-(2,3-dihydro-1H-inden-2-yl)-2,3,4,9-tetrahydro-1H-carbazol-1-amine), Cl (HCl). Solvent: CO (methanol). Product: Cl.BrC=1C=C2C=3CCC[C@@H](C3NC2=CC1)NC1CC2=CC=CC=C2C1 ((1S)-6-Bromo-N-(2,3-dihydro-1H-inden-2-yl)-2,3,4,9-tetrahydro-1H-carbazol-1-amine hydrochloride salt). As a reaction SMILES: [Br:1][C:2]1[CH:3]=[C:4]2[C:12](=[CH:13][CH:14]=1)[NH:11][C:10]1[CH:9]([NH:15][CH:16]3[CH2:24][C:23]4[C:18](=[CH:19][CH:20]=[CH:21][CH:22]=4)[CH2:17]3)[CH2:8][CH2:7][CH2:6][C:5]2=1.[ClH:25]>CO>[ClH:25].[Br:1][C:2]1[CH:3]=[C:4]2[C:12](=[CH:13][CH:14]=1)[NH:11][C:10]1[C@@H:9]([NH:15][CH:16]3[CH2:24][C:23]4[C:18](=[CH:19][CH:20]=[CH:21][CH:22]=4)[CH2:17]3)[CH2:8][CH2:7][CH2:6][C:5]2=1 |f:3.4|. Procedure: (1S)-6-Bromo-N-(2,3-dihydro-1H-inden-2-yl)-2,3,4,9-tetrahydro-1H-carbazol-1-amine hydrochloride salt was prepared by separation of racemic 6-bromo-N-(2,3-dihydro-1H-inden-2-yl)-2,3,4,9-tetrahydro-1H-carbazol-1-amine by preparative SFC (Diacel AD-H, Chiral Technologies, 30% methanol, 3000 psi, 40° C., 2 mL/min, retention time: 8.6 min.) The oil obtained was converted to the HCl salt to give a white solid. 1H-NMR (DMSO-d6): δ 11.4 (s, 1H), 9.61 (s, 1H), 9.42 (s, 1H), 7.69 (s, 1H), 7.36 (d, 1H), 7.... Starting materials: CC1CNCC(C)O1, CCN(C(C)C)C(C)C, COCN(c1cc(Cl)cnc1C(=O)Cl)S(=O)(=O)c1ccc(Cl)c(C(F)(F)F)c1, ClCCl. Yields the product COCN(c1cc(Cl)cnc1C(=O)N1CC(C)OC(C)C1)S(=O)(=O)c1ccc(Cl)c(C(F)(F)F)c1. As a reaction SMILES: [CH3:29][CH:30]1[O:31][CH:32]([CH3:36])[CH2:33][NH:34][CH2:35]1.[CH:37]([N:38]([CH:39]([CH3:40])[CH3:41])[CH2:42][CH3:43])([CH3:44])[CH3:45].[Cl:1][c:2]1[cH:3][c:4]([N:11]([CH2:12][O:13][CH3:14])[S:15](=[O:16])(=[O:17])[c:18]2[cH:19][c:20]([C:25]([F:26])([F:27])[F:28])[c:21]([Cl:24])[cH:22][cH:23]2)[c:5]([C:8](=[O:9])[Cl:10])[n:6][cH:7]1.[Cl:46][CH2:47][Cl:48]>>[Cl:1][c:2]1[cH:3][c:4]([N:11]([CH2:12][O:13][CH3:14])[S:15](=[O:16])(=[O:17])[c:18]2[cH:19][c:20]([C:25]([F:26])([F:27])[F:28])[c:21]([Cl:24])[cH:22][cH:23]2)[c:5]([C:8](=[O:9])[N:34]2[CH2:33][CH:32]([CH3:36])[O:31][CH:30]([CH3:29])[CH2:35]2)[n:6][cH:7]1. The reactants are CC(C)C(=O)c1cn(Cc2c(F)cccc2F)c2sc(-c3ccccc3)c(CBr)c2c1=O, CS(=O)(=O)O, [Na+], O=[N+]([O-])[O-], O. Product: CC(C)C(=O)c1cn(Cc2c(F)cccc2F)c2sc(-c3ccc([N+](=O)[O-])cc3)c(CBr)c2c1=O. RXN SMILES: [Br:1][CH2:2][c:3]1[c:4](-[c:27]2[cH:28][cH:29][cH:30][cH:31][cH:32]2)[s:5][c:6]2[n:7]([CH2:18][c:19]3[c:20]([F:26])[cH:21][cH:22][cH:23][c:24]3[F:25])[cH:8][c:9]([C:13]([CH:14]([CH3:15])[CH3:16])=[O:17])[c:10](=[O:12])[c:11]12.[CH3:39][S:40](=[O:41])(=[O:42])[OH:43].[Na+:33].[O-:34][N+:35]([O-:36])=[O:37].[OH2:38]>>[Br:1][CH2:2][c:3]1[c:4](-[c:27]2[cH:28][cH:29][c:30]([N+:35](=[O:34])[O-:36])[cH:31][cH:32]2)[s:5][c:6]2[n:7]([CH2:18][c:19]3[c:20]([F:26])[cH:21][cH:22][cH:23][c:24]3[F:25])[cH:8][c:9]([C:13]([CH:14]([CH3:15])[CH3:16])=[O:17])[c:10](=[O:12])[c:11]12. Yields the product CC(C)(C)c1cc(C(=O)CCl)cc2c1OCC2(C)C. The reactants are CC(=O)c1cc(C(C)(C)C)c2c(c1)C(C)(C)CO2, C[N+](C)(C)Cc1ccccc1, CO, ClCCCl, O=I(=O)Cl, O=I(=O)Cl. Reaction SMILES: [C:20]([CH3:21])([CH3:22])([CH3:23])[c:24]1[cH:25][c:26]([C:35]([CH3:36])=[O:37])[cH:27][c:28]2[c:29]1[O:30][CH2:31][C:32]2([CH3:33])[CH3:34].[CH2:9]([N+:10]([CH3:11])([CH3:12])[CH3:13])[c:14]1[cH:15][cH:16][cH:17][cH:18][cH:19]1.[CH3:42][OH:43].[Cl:38][CH2:39][CH2:40][Cl:41].[I:1]([Cl:2])(=[O:3])=[O:4].[I:5]([Cl:6])(=[O:7])=[O:8]>>[C:20]([CH3:21])([CH3:22])([CH3:23])[c:24]1[cH:25][c:26]([C:35]([CH2:36][Cl:38])=[O:37])[cH:27][c:28]2[c:29]1[O:30][CH2:31][C:32]2([CH3:33])[CH3:34].